From a dataset of the Open Reaction Database (ORD), a public repository of structured organic reaction records. describe an organic reaction: reactants, conditions, products, and yield Starting materials: C1(CC1)N(C(=O)[C@@H]1CN(CC[C@H]1C1=CC(N(C=C1)CC)=O)C(=O)OC(C)(C)C)CC1=CC(=CC(=C1)CCCOC)OCCOC (trans-1,1-dimethylethyl 3-{[cyclopropyl({3-{[2-(methyloxy)ethyl]oxy}-5-[3-(methyloxy)propyl]phenyl}methyl)amino]carbonyl}-4-(1-ethyl-2-oxo-1,2-dihydro-4-pyridinyl)-1-piperidinecarboxylate), Cl (HCl). Run in C(Cl)Cl (CH2Cl2). Conditions: time 3 hour. Product: C1(CC1)N(C(=O)[C@@H]1CNCC[C@H]1C1=CC(N(C=C1)CC)=O)CC1=CC(=CC(=C1)CCCOC)OCCOC (trans-N-Cyclopropyl-4-(1-ethyl-2-oxo-1,2-dihydro-4-pyridinyl)-N-({3-{[2-(methyloxy)ethyl]oxy}-5-[3-(methyloxy)propyl]phenyl}methyl)-3-piperidinecarboxamide). As a reaction SMILES: [CH:1]1([N:4]([CH2:29][C:30]2[CH:35]=[C:34]([CH2:36][CH2:37][CH2:38][O:39][CH3:40])[CH:33]=[C:32]([O:41][CH2:42][CH2:43][O:44][CH3:45])[CH:31]=2)[C:5]([C@H:7]2[C@H:12]([C:13]3[CH:18]=[CH:17][N:16]([CH2:19][CH3:20])[C:15](=[O:21])[CH:14]=3)[CH2:11][CH2:10][N:9](C(OC(C)(C)C)=O)[CH2:8]2)=[O:6])[CH2:3][CH2:2]1.Cl>C(Cl)Cl>[CH:1]1([N:4]([CH2:29][C:30]2[CH:35]=[C:34]([CH2:36][CH2:37][CH2:38][O:39][CH3:40])[CH:33]=[C:32]([O:41][CH2:42][CH2:43][O:44][CH3:45])[CH:31]=2)[C:5]([C@H:7]2[C@H:12]([C:13]3[CH:18]=[CH:17][N:16]([CH2:19][CH3:20])[C:15](=[O:21])[CH:14]=3)[CH2:11][CH2:10][NH:9][CH2:8]2)=[O:6])[CH2:3][CH2:2]1. Procedure details: To a CH2Cl2 solution (0.07 M) of trans-1,1-dimethylethyl 3-{[cyclopropyl({3-{[2-(methyloxy)ethyl]oxy}-5-[3-(methyloxy)propyl]phenyl}methyl)amino]carbonyl}-4-(1-ethyl-2-oxo-1,2-dihydro-4-pyridinyl)-1-piperidinecarboxylate (1 eq.) from the previous step was added HCl (4.0 M dioxane solution, 30 eq.). The resulting solution was stirred at RT for 3 h. Following the removal of the volatiles in vacuo, the resulting residue was directly loaded onto a SiO2 column packed with 93:7 (v/v) CH2Cl2:2.0 M NH3 ...